This data is from the Open Reaction Database (ORD), a public repository of structured organic reaction records. The task is: describe an organic reaction: reactants, conditions, products, and yield Starting materials: C1CCOC1, Cc1ccccc1, [H-], [Na+], CN(C)C=O, CCCC(O)CCc1cc(C2CCC(C3CCC(CCC)CC3)CC2)c(F)c(F)c1F. Yields the product CCCC1CCC(C2CCC(c3cc4c(c(F)c3F)OC(CCC)CC4)CC2)CC1. As a reaction SMILES: [CH2:3]1[O:4][CH2:5][CH2:6][CH2:7]1.[CH3:39][c:40]1[cH:41][cH:42][cH:43][cH:44][cH:45]1.[H-:1].[Na+:2].[O:46]=[CH:47][N:48]([CH3:49])[CH3:50].[OH:8][CH:9]([CH2:10][CH2:11][c:12]1[c:13]([F:35])[c:14]([F:34])[c:15]([F:33])[c:16]([CH:18]2[CH2:19][CH2:20][CH:21]([CH:24]3[CH2:25][CH2:26][CH:27]([CH2:30][CH2:31][CH3:32])[CH2:28][CH2:29]3)[CH2:22][CH2:23]2)[cH:17]1)[CH2:36][CH2:37][CH3:38]>>[O:8]1[CH:9]([CH2:36][CH2:37][CH3:38])[CH2:10][CH2:11][c:12]2[c:13]1[c:14]([F:34])[c:15]([F:33])[c:16]([CH:18]1[CH2:19][CH2:20][CH:21]([CH:24]3[CH2:25][CH2:26][CH:27]([CH2:30][CH2:31][CH3:32])[CH2:28][CH2:29]3)[CH2:22][CH2:23]1)[cH:17]2. Reactants: CC1(COC2=C1C(=CC=C2)OC2=NC=C(C=N2)NC(C(N)(C)C)=O)C (N1-{2-[(3,3-dimethyl-2,3-dihydro-1-benzofuran-4-yl)oxy]-5-pyrimidinyl}-2-methylalaninamide), CC1(COC2=C1C(=CC=C2)OC2=NC=C(C=N2)NC(C(N)(C)C)=O)C (N1-{2-[(3,3-dimethyl-2,3-dihydro-1-benzofuran-4-yl)oxy]-5-pyrimidinyl}-2-methylalaninamide), ClC(Cl)(OC(OC(Cl)(Cl)Cl)=O)Cl (triphosgene). Solvent: ClCCl (Dichloromethane), ClCCl (Dichloromethane). Reaction conditions: temperature 0 celsius, time 2 hour. The product is CC1(COC2=C1C(=CC=C2)OC2=NC=C(C=N2)N2C(NC(C2=O)(C)C)=O)C (3-{2-[(3,3-dimethyl-2,3-dihydro-1-benzofuran-4-yl)oxy]-5-pyrimidinyl}-5,5-dimethyl-2,4-imidazolidinedione). Isolated yield 147.0%. Reaction SMILES: [CH3:1][C:2]1([CH3:25])[C:6]2[C:7]([O:11][C:12]3[N:17]=[CH:16][C:15]([NH:18][C:19](=[O:24])[C:20]([CH3:23])([CH3:22])[NH2:21])=[CH:14][N:13]=3)=[CH:8][CH:9]=[CH:10][C:5]=2[O:4][CH2:3]1.Cl[C:27](Cl)([O:29]C(=O)OC(Cl)(Cl)Cl)Cl>ClCCl>[CH3:1][C:2]1([CH3:25])[C:6]2[C:7]([O:11][C:12]3[N:17]=[CH:16][C:15]([N:18]4[C:19](=[O:24])[C:20]([CH3:23])([CH3:22])[NH:21][C:27]4=[O:29])=[CH:14][N:13]=3)=[CH:8][CH:9]=[CH:10][C:5]=2[O:4][CH2:3]1. Reported procedure: To a solution of N1-{2-[(3,3-dimethyl-2,3-dihydro-1-benzofuran-4-yl)oxy]-5-pyrimidinyl}-2-methylalaninamide (Intermediate 143, 18 mg, 0.053 mmol) in dry Dichloromethane (DCM) (3 mL) TEA (0.037 ml, 0.263 mmol) was added and the reaction mixture was cooled to 0° C. A solution of triphosgene (7.02 mg, 0.024 mmol) in dry Dichloromethane (1 mL) was slowly added and the reaction mixture was stirred for 2 hours while the temperature was allowed to reach r.t. The reaction was quenched with water (3 ml) ... The reactants are N1CCC2=CC=CC=C12 (Indoline), BrCC(=O)OCC (ethyl bromoacetate), C([O-])([O-])=O.[K+].[K+] (potassium carbonate), CN(C=O)C (dimethylformamide). The solvent is C(C)(=O)OCC (ethyl acetate). Reaction conditions: temperature 80 celsius. Yields the product N1(CCC2=CC=CC=C12)CC(=O)OCC (Ethyl 2-(indolin-1-yl)acetate). Yield: 73.2%. RXN SMILES: [NH:1]1[C:9]2[C:4](=[CH:5][CH:6]=[CH:7][CH:8]=2)[CH2:3][CH2:2]1.Br[CH2:11][C:12]([O:14][CH2:15][CH3:16])=[O:13].C(=O)([O-])[O-].[K+].[K+].CN(C)C=O>C(OCC)(=O)C>[N:1]1([CH2:11][C:12]([O:14][CH2:15][CH3:16])=[O:13])[C:9]2[C:4](=[CH:5][CH:6]=[CH:7][CH:8]=2)[CH2:3][CH2:2]1 |f:2.3.4|. Procedure details: Indoline (1.07 g, 8.98 mmol), ethyl bromoacetate (1.20 ml, 10.8 mmol), potassium carbonate (2.10 g, 15.2 mmol) were added to dimethylformamide (14 ml), and the mixture was heated at 80° C. for 30 minutes. The reaction mixture was cooled to room temperature and diluted with ethyl acetate, and then washed with water and dried over sodium sulfate. Insoluble solids were removed by filtration and the filtrate was evaporated under reduced pressure. The resulting oil was purified by silica gel column c...